Dataset: the Open Reaction Database (ORD), a public repository of structured organic reaction records. Task: describe an organic reaction: reactants, conditions, products, and yield The reactants are Cl (hydrochloric acid), O1CCOC12CCC(CC2)C(COC2=CC=CC=C2)O (1-(1,4-dioxaspiro[4.5]dec-8-yl)-2-phenoxyethanol). Solvent: CC(=O)C (acetone). Run at time 48 hour. Yields the product OC(COC1=CC=CC=C1)C1CCC(CC1)=O (4-(1-Hydroxy-2-phenoxyethyl)cyclohexanone). Reaction SMILES: Cl.O1[C:6]2([CH2:11][CH2:10][CH:9]([CH:12]([OH:21])[CH2:13][O:14][C:15]3[CH:20]=[CH:19][CH:18]=[CH:17][CH:16]=3)[CH2:8][CH2:7]2)[O:5]CC1>CC(C)=O>[OH:21][CH:12]([CH:9]1[CH2:10][CH2:11][C:6](=[O:5])[CH2:7][CH2:8]1)[CH2:13][O:14][C:15]1[CH:20]=[CH:19][CH:18]=[CH:17][CH:16]=1. Procedure: 2 M hydrochloric acid was added to a solution of 1-(1,4-dioxaspiro[4.5]dec-8-yl)-2-phenoxyethanol (1.25 g, 4.5 mmol) in acetone (30 ml) and the mixture was stirred at room temperature for 48 h. The acetone was removed in vacuo, the pH of the aqueous residue was rendered alkaline with 2 M sodium hydroxide solution and the aqueous residue was extracted with methylene chloride (4×20 ml). The combined organic phases were dried with sodium sulfate and concentrated in vacuo.